Dataset: the Open Reaction Database (ORD), a public repository of structured organic reaction records. Task: describe an organic reaction: reactants, conditions, products, and yield Starting materials: FC1=CC=C(C=C1)C1=CC=C(C=C1)CN(S(=O)(=O)C1=CC=C(C(=O)OCC)C=C1)C=1N=CC2=CC=CC=C2C1C (ethyl 4-{[[(4′-fluorobiphenyl-4-yl)methyl](4-methylisoquinolin-3-yl)amino]sulfonyl}benzoate), [OH-].[Na+] (sodium hydroxide), Cl (hydrochloric acid). Solvent: CO (methanol). Run at time 8 hour. Yields the product FC1=CC=C(C=C1)C1=CC=C(C=C1)CN(S(=O)(=O)C1=CC=C(C(=O)O)C=C1)C=1N=CC2=CC=CC=C2C1C (4-{[[(4′-fluorobiphenyl-4-yl)methyl](4-methylisoquinolin-3-yl)amino]sulfonyl}benzoic acid). Isolated yield 73.7%. As a reaction SMILES: [F:1][C:2]1[CH:7]=[CH:6][C:5]([C:8]2[CH:13]=[CH:12][C:11]([CH2:14][N:15]([C:30]3[N:31]=[CH:32][C:33]4[C:38]([C:39]=3[CH3:40])=[CH:37][CH:36]=[CH:35][CH:34]=4)[S:16]([C:19]3[CH:29]=[CH:28][C:22]([C:23]([O:25]CC)=[O:24])=[CH:21][CH:20]=3)(=[O:18])=[O:17])=[CH:10][CH:9]=2)=[CH:4][CH:3]=1.[OH-].[Na+].Cl>CO>[F:1][C:2]1[CH:7]=[CH:6][C:5]([C:8]2[CH:9]=[CH:10][C:11]([CH2:14][N:15]([C:30]3[N:31]=[CH:32][C:33]4[C:38]([C:39]=3[CH3:40])=[CH:37][CH:36]=[CH:35][CH:34]=4)[S:16]([C:19]3[CH:29]=[CH:28][C:22]([C:23]([OH:25])=[O:24])=[CH:21][CH:20]=3)(=[O:18])=[O:17])=[CH:12][CH:13]=2)=[CH:4][CH:3]=1 |f:1.2|. Reported procedure: A suspension of ethyl 4-{[[(4′-fluorobiphenyl-4-yl)methyl](4-methylisoquinolin-3-yl)amino]sulfonyl}benzoate (88.0 mg, 0.16 mmol) prepared in Example 7 and 1 mol/L aqueous sodium hydroxide solution (320 μl, 0.32 mmol) in methanol (1.6 ml) was stirred at room temperature overnight, and then to the reaction solution was added 2 mol/L hydrochloric acid solution (400 μl). The mixture was extracted with chloroform twice. The organic layer was combined, washed with water and saturated brine, dried over... Reactants: OC(CCC1C(CN(CC1)C(=O)OC(C)(C)C)CC(=O)O)C1=C(C=NC2=CC=C(C=C12)OC)F ((3SR,4RS)-4-[3-(R,S)-hydroxy-3-(3-fluoro-6-methoxyquinolin-4-yl)propyl]-1-(tert-butyloxycarbonyl)piperidine-3-acetic acid), S(=O)(Cl)Cl (thionyl chloride). Run in CO (methanol). Run at time 30 minute. Yields the product Cl.Cl.OC(CCC1C(CNCC1)CC(=O)O)C1=C(C=NC2=CC=C(C=C12)OC)F ((3SR,4RS)-4-[3-(R,S)-hydroxy-3-(3-fluoro-6-methoxyquinolin-4-yl)propyl]piperidine-3-acetate dihydrochloride). As a reaction SMILES: [OH:1][CH:2]([C:22]1[C:31]2[C:26](=[CH:27][CH:28]=[C:29]([O:32][CH3:33])[CH:30]=2)[N:25]=[CH:24][C:23]=1[F:34])[CH2:3][CH2:4][CH:5]1[CH2:10][CH2:9][N:8](C(OC(C)(C)C)=O)[CH2:7][CH:6]1[CH2:18][C:19]([OH:21])=[O:20].S(Cl)([Cl:37])=O>CO>[ClH:37].[ClH:37].[OH:1][CH:2]([C:22]1[C:31]2[C:26](=[CH:27][CH:28]=[C:29]([O:32][CH3:33])[CH:30]=2)[N:25]=[CH:24][C:23]=1[F:34])[CH2:3][CH2:4][CH:5]1[CH2:10][CH2:9][NH:8][CH2:7][CH:6]1[CH2:18][C:19]([OH:21])=[O:20] |f:3.4.5|. Procedure: A solution of 940 mg of (3RS,4RS) and (3SR,4RS)-4-[3-(R,S)-hydroxy-3-(3-fluoro-6-methoxyquinolin-4-yl)propyl]-1-(tert-butyloxycarbonyl)piperidine-3-acetic acid in 20 cm3 of methanol was cooled to a temperature in the region of −25° C., with stirring and under an inert atmosphere. 0.43 cm3 of thionyl chloride were added to this solution over 5 minutes. The mixture was brought to a temperature in the region of 20° C. while the stirring was continued for a further 1 hour 30 minutes. The reaction mi... The reactants are stannous chloride, FC1=C(C=CC=C1)C1=N[C@H](C(N(C2=C1C=C(C=C2)[N+](=O)[O-])C)=O)C ((S)-5-(o-fluorophenyl)-1,3-dihydro-1,3-dimethyl-7-nitro-2H-1,4-benzodiazepin-2-one), ice sodium bicarbonate. Run in Cl (hydrochloric acid). Conditions: temperature 0 celsius, time 30 minute. Product: NC=1C=CC2=C(C(=N[C@H](C(N2C)=O)C)C2=C(C=CC=C2)F)C1 ((S)-7-amino-5-(o-fluorophenyl)-1,3-dihydro-1,3-dimethyl-2H-1,4-benzodiazepin-2-one). As a reaction SMILES: [F:1][C:2]1[CH:7]=[CH:6][CH:5]=[CH:4][C:3]=1[C:8]1[C:14]2[CH:15]=[C:16]([N+:19]([O-])=O)[CH:17]=[CH:18][C:13]=2[N:12]([CH3:22])[C:11](=[O:23])[C@H:10]([CH3:24])[N:9]=1>Cl>[NH2:19][C:16]1[CH:17]=[CH:18][C:13]2[N:12]([CH3:22])[C:11](=[O:23])[C@H:10]([CH3:24])[N:9]=[C:8]([C:3]3[CH:4]=[CH:5][CH:6]=[CH:7][C:2]=3[F:1])[C:14]=2[CH:15]=1. Procedure details: 1 g of (S)-5-(o-fluorophenyl)-1,3-dihydro-1,3-dimethyl-7-nitro-2H-1,4-benzodiazepin-2-one is introduced portionwise into 10 ml of concentrated hydrochloric acid while cooling with ice at 0° C. The solution obtained is treated slowly at 0° C. with 2 g of stannous chloride, stirred for 30 minutes while cooling with ice, poured into ice/sodium bicarbonate solution and extracted several times with methylene chloride. The organic phase is dried over sodium sulphate, filtered and concentrated. After c... Reactants: ClCCl, CI, [H-], Nc1cccc(CC2Cc3ccccc3C2=O)c1, [Na+], C1CCOC1, O. The product is CC1(Cc2cccc(N)c2)Cc2ccccc2C1=O. Reaction SMILES: [CH2:29]([Cl:30])[Cl:31].[CH3:21][I:22].[H-:19].[NH2:1][c:2]1[cH:3][c:4]([CH2:8][CH:9]2[C:10](=[O:18])[c:11]3[cH:12][cH:13][cH:14][cH:15][c:16]3[CH2:17]2)[cH:5][cH:6][cH:7]1.[Na+:20].[O:24]1[CH2:25][CH2:26][CH2:27][CH2:28]1.[OH2:23]>>[NH2:1][c:2]1[cH:3][c:4]([CH2:8][C:9]2([CH3:21])[C:10](=[O:18])[c:11]3[cH:12][cH:13][cH:14][cH:15][c:16]3[CH2:17]2)[cH:5][cH:6][cH:7]1. Starting materials: C=CCNc1nc(Cl)nc2ccc([N+](=O)[O-])cc12, CCN, O. Product: C=CCNc1nc(NCC)nc2ccc([N+](=O)[O-])cc12. Reaction SMILES: [CH2:1]([CH:2]=[CH2:3])[NH:4][c:5]1[n:6][c:7]([Cl:18])[n:8][c:9]2[cH:10][cH:11][c:12]([N+:15](=[O:16])[O-:17])[cH:13][c:14]12.[CH3:19][CH2:20][NH2:21].[OH2:22]>>[CH2:1]([CH:2]=[CH2:3])[NH:4][c:5]1[n:6][c:7]([NH:21][CH2:20][CH3:19])[n:8][c:9]2[cH:10][cH:11][c:12]([N+:15](=[O:16])[O-:17])[cH:13][c:14]12. Starting materials: C(CCC)[Li] (n-Butyllithium), C(C)(C)NC(C)C (diisopropylamine), C(=O)=O (dry ice), [Li+].CC(C)[N-]C(C)C (LDA), FC1=C(C=C(C(=C1)F)F)Br (2,4,5-trifluorobromobenzene), Cl (HCl). Run in C1CCOC1 (THF), C1CCOC1 (THF), C(C)OCC (diethylether). Reaction conditions: time 15 minute. Product: BrC=1C(=C(C(=O)O)C(=C(C1)F)F)F (3-bromo-2,5,6-trifluorobenzoic acid). Yield: 52.3%. RXN SMILES: C([Li])CCC.C(NC(C)C)(C)C.[Li+].CC([N-]C(C)C)C.[F:21][C:22]1[CH:27]=[C:26]([F:28])[C:25]([F:29])=[CH:24][C:23]=1[Br:30].[C:31](=[O:33])=[O:32].Cl>C1COCC1.C(OCC)C>[Br:30][C:23]1[C:22]([F:21])=[C:27]([C:26]([F:28])=[C:25]([F:29])[CH:24]=1)[C:31]([OH:33])=[O:32] |f:2.3|. Reported procedure: n-Butyllithium (2.5M in hexane, 10.5 mL, 1.1 eq.) was added dropwise over 15 min to a solution of diisopropylamine (4.0 mL, 1.2 eq.) in THF (25 mL) at 0° C. After stirring for 15 min, the LDA solution was added dropwise over 40 min to a solution of 2,4,5-trifluorobromobenzene (5.0 g, 24 mmol) in THF (50 mL) at −78° C. The solution was stirred for 10 min and then transferred to a slurry of dry ice (50 g) in diethylether (65 mL). The reaction was allowed to warm to rt and treated with 1M HCl. The ... The reactants are C(C=C)C12C3=CC=CC=C3C(C=3C=CC=CC13)C(C2)=O (9-β-Propenyl-9,10-dihydro-9,10-ethanoanthracen-11-one), C(C)(S)S (ethanedithiol), [H][H] (hydrogen). The reagents and catalysts are [Ni] (Raney nickel). Yields the product C(C=C)C12C3=CC=CC=C3C(C=3C=CC=CC13)CC2 (9-β-Propenyl-9,10-dihydro-9,10-ethanoanthracene). Reaction SMILES: [CH2:1]([C:4]12[CH2:19][C:18](=O)[CH:11]([C:12]3[CH:13]=[CH:14][CH:15]=[CH:16][C:17]=31)[C:10]1[C:5]2=[CH:6][CH:7]=[CH:8][CH:9]=1)[CH:2]=[CH2:3].C(S)(S)C.[H][H]>[Ni]>[CH2:1]([C:4]12[CH2:19][CH2:18][CH:11]([C:12]3[CH:13]=[CH:14][CH:15]=[CH:16][C:17]=31)[C:10]1[C:5]2=[CH:6][CH:7]=[CH:8][CH:9]=1)[CH:2]=[CH2:3]. Procedure: 9-β-Propenyl-9,10-dihydro-9,10-ethanoanthracene (xi) is prepared from 9-β-propenyl-9,10-dihydro-9,10-ethanoanthracen-11-one (x) by a Wolff-Kishner reduction or treatment with ethanedithiol and then with hydrogen in the presence of Raney nickel. Starting materials: ClCCl, [N-]=[N+]=NC1CCOc2cc(CO)ccc21. The product is [N-]=[N+]=NC1CCOc2cc(C=O)ccc21. RXN SMILES: [Cl:16][CH2:17][Cl:18].[N:1](=[N+:2]=[N-:3])[CH:4]1[CH2:5][CH2:6][O:7][c:8]2[cH:9][c:10]([CH2:14][OH:15])[cH:11][cH:12][c:13]21>>[N:1](=[N+:2]=[N-:3])[CH:4]1[CH2:5][CH2:6][O:7][c:8]2[cH:9][c:10]([CH:14]=[O:15])[cH:11][cH:12][c:13]21. Reactants: N#CCC(N)=O, CCNCC, CC[O-], CCO, O=Cc1cc(Cl)ccc1[N+](=O)[O-], [Na+]. Product: N#CC(=Cc1cc(Cl)ccc1[N+](=O)[O-])C(N)=O. As a reaction SMILES: [C:13](#[N:14])[CH2:15][C:16](=[O:17])[NH2:18].[CH2:19]([NH:20][CH2:21][CH3:22])[CH3:23].[CH3:25][CH2:26][O-:27].[CH3:28][CH2:29][OH:30].[Cl:1][c:2]1[cH:3][cH:4][c:5]([N+:10](=[O:11])[O-:12])[c:6]([CH:7]=[O:8])[cH:9]1.[Na+:24]>>[Cl:1][c:2]1[cH:3][cH:4][c:5]([N+:10](=[O:11])[O-:12])[c:6]([CH:7]=[C:15]([C:13]#[N:14])[C:16](=[O:17])[NH2:18])[cH:9]1.